This data is from the Open Reaction Database (ORD), a public repository of structured organic reaction records. The task is: describe an organic reaction: reactants, conditions, products, and yield Starting materials: C(C)(=O)OCC (ethyl acetate), C1(=CC=CC=C1)B(O)O (phenylboronic acid), C(C)OC(=O)C=1N=C(OC1)Cl (2-chloro-oxazole-4-carboxylic acid ethyl ester), ( 17 ), Pd[PPh3]4, C([O-])([O-])=O.[Na+].[Na+] (sodium carbonate). Run in CCCCCC (hexane), COCCOC (ethylene glycol dimethyl ether). Yields the product C(C)OC(=O)C=1N=C(OC1)C1=CC=CC=C1 (2-phenyl-oxazole-4-carboxylic acid ethyl ester). The yield is 83.0%. As a reaction SMILES: [C:1]1(B(O)O)[CH:6]=[CH:5][CH:4]=[CH:3][CH:2]=1.[CH2:10]([O:12][C:13]([C:15]1[N:16]=[C:17](Cl)[O:18][CH:19]=1)=[O:14])[CH3:11].C(=O)([O-])[O-].[Na+].[Na+].C(OCC)(=O)C>COCCOC.CCCCCC>[CH2:10]([O:12][C:13]([C:15]1[N:16]=[C:17]([C:1]2[CH:6]=[CH:5][CH:4]=[CH:3][CH:2]=2)[O:18][CH:19]=1)=[O:14])[CH3:11] |f:2.3.4|. Procedure: A mixture of phenylboronic acid (729 mg, 5.98 mmol), 2-chloro-oxazole-4-carboxylic acid ethyl ester (prepared according to the procedures described in Org. Lett. 2002, 4 (17), 2905 and J. Med. Chem. 1971, 14, 1075) (1.0 g, 5.70 mmol), Pd[PPh3]4 (329 mg, 0.285 mmol), and sodium carbonate (2M, 2 mL) in ethylene glycol dimethyl ether (10 mL) were heated at 90 degrees overnight. After cooling the reaction, solvent was removed to give the crude residue. Flash chromatography (Merck silica gel 60, 230-... The reactants are [N+](=O)([O-])C1=CC=C(COC(=O)CSC=2C[C@H]3N(C2C(=O)OCC2=CC=C(C=C2)[N+](=O)[O-])C(C3C(C)O)=O)C=C1 (p-nitrobenzyl 2-(p-nitrobenzyloxycarbonyl)methylthio-6-(1-hydroxy)ethyl-carbapen-2-em-3-carboxylate), C([O-])(O)=O.[Na+] (sodium bicarbonate). Reagents/catalysts: [Pd] (palladium on charcoal). The solvent is O (water), O1CCOCC1 (dioxane), C(C)O (ethanol), O (water). Product: C(=O)(O)CSC=1C[C@H]2N(C1C(=O)[O-])C(C2C(C)O)=O.[Na+].[Na+].C(=O)(O)CSC=2C[C@H]1N(C2C(=O)[O-])C(C1C(C)O)=O (Disodium 2-carboxymethylthio-6-(1-hydroxy)ethyl-carbapen-2-em-3-carboxylate). As a reaction SMILES: [N+](C1C=CC(C[O:9][C:10]([CH2:12][S:13][C:14]2[CH2:15][C@@H:16]3[CH:33]([CH:34]([OH:36])[CH3:35])[C:32](=[O:37])[N:17]3[C:18]=2[C:19]([O:21]CC2C=CC([N+]([O-])=O)=CC=2)=[O:20])=[O:11])=CC=1)([O-])=O.C(=O)(O)[O-].[Na+:44]>O1CCOCC1.C(O)C.O.[Pd]>[C:10]([CH2:12][S:13][C:14]1[CH2:15][C@@H:16]2[CH:33]([CH:34]([OH:36])[CH3:35])[C:32](=[O:37])[N:17]2[C:18]=1[C:19]([O-:21])=[O:20])([OH:11])=[O:9].[Na+:44].[Na+:44].[C:10]([CH2:12][S:13][C:14]1[CH2:15][C@@H:16]2[CH:33]([CH:34]([OH:36])[CH3:35])[C:32](=[O:37])[N:17]2[C:18]=1[C:19]([O-:21])=[O:20])([OH:11])=[O:9] |f:1.2,7.8.9.10|. Procedure: A solution of crude p-nitrobenzyl 2-(p-nitrobenzyloxycarbonyl)methylthio-6-(1-hydroxy)ethyl-carbapen-2-em-3-carboxylate (8.7 mg) in dioxane (1.20 ml) is diluted with ethanol (0.10 ml) and water (0.70 ml) containing sodium bicarbonate (2.3 mg). The resulting solution is treated with 10% palladium on charcoal (15 mg) and hydrogenated at 40 psi for 60 minutes. The mixture is diluted with water to 5 ml and centrifuged to remove the catalyst which is washed with more water (2×1 ml). The combined aque...